Dataset: the Open Reaction Database (ORD), a public repository of structured organic reaction records. Task: describe an organic reaction: reactants, conditions, products, and yield Starting materials: B(F)(F)F.CCOCC (borontrifluoride etherate), [NH4+].[Cl-] (NH4Cl), C(C1=CC=CC=C1)ONC(C)C1=CC2=C(S1)C=CC(=C2)F (N-benzyloxy-1-(5-fluorobenzo[b]thien-2-yl)ethyl amine), C(CCC)[Li] (n-Butyl lithium), FC=1C=CC2=C(C=CS2)C1 (5-fluorobenzothiophene), O-benzyl acetaldehyde oxime. Run in C1CCOC1 (THF). Yields the product ON(C(=O)N)C(C)C1=CC2=C(S1)C=CC(=C2)F (N-hydroxy-N-[1-(5-fluorobenzo[b]thien-2-yl)ethyl]urea), oil. As a reaction SMILES: C([O:8][NH:9][CH:10]([C:12]1[S:16][C:15]2[CH:17]=[CH:18][C:19]([F:21])=[CH:20][C:14]=2[CH:13]=1)[CH3:11])C1C=CC=CC=1.C([Li])CCC.FC1C=CC2SC=CC=2C=1.B(F)(F)F.CC[O:43][CH2:44]C.[NH4+:46].[Cl-]>C1COCC1>[OH:8][N:9]([CH:10]([C:12]1[S:16][C:15]2[CH:17]=[CH:18][C:19]([F:21])=[CH:20][C:14]=2[CH:13]=1)[CH3:11])[C:44]([NH2:46])=[O:43] |f:3.4,5.6|. Reported procedure: N-benzyloxy-1-(5-fluorobenzo[b]thien-2-yl)ethyl amine. n-Butyl lithium (2.5M in hexanes, 4.4 mL) was added to a solution of 5-fluorobenzothiophene, prepared as described in part a, above (1.52 g, 10 mmole) in THF (25 mL) at -78° C. After stirring for 30 minutes borontrifluoride etherate was added followed by O-benzyl acetaldehyde oxime. Fifteen minutes later aqueous NH4Cl was added and the reaction warmed to room temperature. The aqueous phase was extracted twice with ether and the combined orga... Starting materials: ClC=1SC(=CN1)CI (2-chloro-5-iodomethyl-thiazole), C([O-])([O-])=O.[K+].[K+] (potassium carbonate), CN1COCNC1=N[N+](=O)[O-] (3-methyl-4-nitroimino-perhydro-1,3,5-oxadiazine). Run in CN(C=O)C (dimethylformamide). Run at temperature 50 celsius, time 16 hour. The product is ClC=1SC(=CN1)CN1C(N(COC1)C)=N[N+](=O)[O-] (5-(2-chlorothiazol-5-ylmethyl)-3-methyl-4-nitroimino-perhydro-1,3,5-oxadiazine). RXN SMILES: [Cl:1][C:2]1[S:3][C:4]([CH2:7]I)=[CH:5][N:6]=1.C(=O)([O-])[O-].[K+].[K+].[CH3:15][N:16]1[C:21](=[N:22][N+:23]([O-:25])=[O:24])[NH:20][CH2:19][O:18][CH2:17]1>CN(C)C=O>[Cl:1][C:2]1[S:3][C:4]([CH2:7][N:20]2[CH2:19][O:18][CH2:17][N:16]([CH3:15])[C:21]2=[N:22][N+:23]([O-:25])=[O:24])=[CH:5][N:6]=1 |f:1.2.3|. Procedure details: A mixture of 2.0 g of 2-chloro-5-iodomethyl-thiazole, 20 ml of dimethylformamide, 2.66 g of potassium carbonate and 1.23 g of 3-methyl-4-nitroimino-perhydro-1,3,5-oxadiazine is stirred for 16 hours at 50° C., cooled to room temperature and filtered; the filtrate is concentrated to dryness by evaporation. The residue is purified by column chromatography on silica gel using dichloromethane/methanol (9:1), yielding the title compound having a melting point of 132-134° C. Reactants: BrC1=CC(=CC(=C1)OC)OC (1-bromo-3,5-dimethoxybenzene), C(CCC)[Li] (n-butyl lithium), C(C(=O)OCC)(=O)OCC (diethyl oxalate). Run in C1CCOC1 (THF). Conditions: temperature -78 celsius, time 4 hour. The product is COC=1C=C(C=C(C1)OC)C(C(=O)OCC)=O (ethyl 2-(3,5-dimethoxyphenyl)-2-oxoacetate). The yield is 71.4%. Reaction SMILES: Br[C:2]1[CH:7]=[C:6]([O:8][CH3:9])[CH:5]=[C:4]([O:10][CH3:11])[CH:3]=1.C([Li])CCC.[C:17](OCC)(=[O:23])[C:18]([O:20][CH2:21][CH3:22])=[O:19]>C1COCC1>[CH3:11][O:10][C:4]1[CH:3]=[C:2]([C:17](=[O:23])[C:18]([O:20][CH2:21][CH3:22])=[O:19])[CH:7]=[C:6]([O:8][CH3:9])[CH:5]=1. Procedure: To a solution of 1-bromo-3,5-dimethoxybenzene (2.17 g, 10 mmol) in THF (15 mL) was dropwise added n-butyl lithium (8 mL, 2.5 mol/L in hexane, 20 mmol) at −78° C. After stirring for 50 mins at −78° C. a solution of diethyl oxalate (4 g, 27 mmol) in THE (10 mL) was added. The mixture was stirred at −78° C. for another 4 h, then quenched with saturated ammonium chloride and extracted with ethyl acetate (50 mL*3). The organic layers were combined, washed by brine, dried over sodium sulfate, filtered... Starting materials: BrC1=CC=C(C=C1)C#CC1(C2=CC=CC=C2C(C=2C=CC=CC12)(O)C#CC1=CC=C(C=C1)Br)O (9,10-bis-(4-bromo-phenylethynyl)-9,10-dihydro-anthracene-9,10-diol), O.O.[Sn](Cl)Cl (tin(II)chloride dihydrate). The solvent is CC(=O)C (aceton), O (water), C(C)(=O)O (acetic acid). Run at time 2.5 hour. Yields the product BrC1=CC=C(C=C1)C#CC=1C2=CC=CC=C2C(=C2C=CC=CC12)C#CC1=CC=C(C=C1)Br (9,10-Bis-(4-bromo-phenylethynyl)anthracene). As a reaction SMILES: [Br:1][C:2]1[CH:7]=[CH:6][C:5]([C:8]#[C:9][C:10]2(O)[C:23]3[CH:22]=[CH:21][CH:20]=[CH:19][C:18]=3[C:17]([C:25]#[C:26][C:27]3[CH:32]=[CH:31][C:30]([Br:33])=[CH:29][CH:28]=3)(O)[C:16]3[C:11]2=[CH:12][CH:13]=[CH:14][CH:15]=3)=[CH:4][CH:3]=1.O.O.[Sn](Cl)Cl>CC(C)=O.O.C(O)(=O)C>[Br:1][C:2]1[CH:3]=[CH:4][C:5]([C:8]#[C:9][C:10]2[C:23]3[C:18]([C:17]([C:25]#[C:26][C:27]4[CH:28]=[CH:29][C:30]([Br:33])=[CH:31][CH:32]=4)=[C:16]4[C:11]=2[CH:12]=[CH:13][CH:14]=[CH:15]4)=[CH:19][CH:20]=[CH:21][CH:22]=3)=[CH:6][CH:7]=1 |f:1.2.3|. Procedure details: To a suspension of 9,10-bis-(4-bromo-phenylethynyl)-9,10-dihydro-anthracene-9,10-diol (2.0 g, 3.5 mmol) in aceton (25 ml), a solution of tin(II)chloride dihydrate (1.82 g, 8.05 mmol) in a mixture of water (15 ml) and acetic acid (15 ml) is added within 15 minutes. The obtained suspension is stirred for another 2.5 hours at ambient temperature, and then the solid is filtered off to give a first crop the title compound. Over night another crop of product crystallizes from the mother liquors, and t...